From a dataset of the Open Reaction Database (ORD), a public repository of structured organic reaction records. describe an organic reaction: reactants, conditions, products, and yield The reactants are CC1(OCCO1)C1=CC=C(O1)CN1N=CC(=N1)N (2-[5-(2-methyl-[1,3]dioxolan-2-yl)-furan-2-ylmethyl]-2H-[1,2,3]triazol-4-ylamine), C1(=CC=CC=C1)C1=C(N=C(O1)C)C(=O)O (5-phenyl-2-methyl-oxazole-4-carboxylic acid). Product: C(C)(=O)C1=CC=C(O1)CN1N=CC(=N1)NC(=O)C=1N=C(OC1C1=CC=CC=C1)C (2-Methyl-5-phenyl-oxazole-4-carboxylic acid [2-(5-acetyl-furan-2-ylmethyl)-2H-[1,2,3]triazol-4-yl]-amide). RXN SMILES: [CH3:1][C:2]1([C:7]2[O:11][C:10]([CH2:12][N:13]3[N:17]=[C:16]([NH2:18])[CH:15]=[N:14]3)=[CH:9][CH:8]=2)[O:6]CCO1.[C:19]1([C:25]2[O:29][C:28]([CH3:30])=[N:27][C:26]=2[C:31](O)=[O:32])[CH:24]=[CH:23][CH:22]=[CH:21][CH:20]=1>>[C:2]([C:7]1[O:11][C:10]([CH2:12][N:13]2[N:17]=[C:16]([NH:18][C:31]([C:26]3[N:27]=[C:28]([CH3:30])[O:29][C:25]=3[C:19]3[CH:20]=[CH:21][CH:22]=[CH:23][CH:24]=3)=[O:32])[CH:15]=[N:14]2)=[CH:9][CH:8]=1)(=[O:6])[CH3:1]. Reported procedure: Following general procedure A followed by L, starting from 2-[5-(2-methyl-[1,3]dioxolan-2-yl)-furan-2-ylmethyl]-2H-[1,2,3]triazol-4-ylamine and 5-phenyl-2-methyl-oxazole-4-carboxylic acid. Starting materials: C(C)OC(=O)C=1N=C2N(C=C(C=C2)F)C1 (6-fluoro-imidazo[1,2-a]pyridine-2-carboxylic acid ethyl ester). Run in Cl (HCl). Yields the product FC=1C=CC=2N(C1)C=C(N2)C(=O)O (6-Fluoro-imidazo[1,2-a]pyridine-2-carboxylic acid). The yield is 99.4%. Reaction SMILES: C([O:3][C:4]([C:6]1[N:7]=[C:8]2[CH:13]=[CH:12][C:11]([F:14])=[CH:10][N:9]2[CH:15]=1)=[O:5])C>Cl>[F:14][C:11]1[CH:12]=[CH:13][C:8]2[N:9]([CH:15]=[C:6]([C:4]([OH:5])=[O:3])[N:7]=2)[CH:10]=1. Procedure: A solution of 6-fluoro-imidazo[1,2-a]pyridine-2-carboxylic acid ethyl ester (1 g) in 4N HCl was refluxed for 4 hours. The solvent was evaporated to give the sub-title compound as a white solid (0.86 g). Starting materials: CCNCC, CCCCO, OCCCc1ccc(O)c(-n2nc3ccccc3n2)c1. Product: CCN(CC)Cc1cc(CCCO)cc(-n2nc3ccccc3n2)c1O. As a reaction SMILES: [CH2:21]([CH3:22])[NH:23][CH2:24][CH3:25].[CH2:26]([OH:27])[CH2:28][CH2:29][CH3:30].[n:1]1[n:2](-[c:10]2[c:11]([OH:20])[cH:12][cH:13][c:14]([CH2:16][CH2:17][CH2:18][OH:19])[cH:15]2)[n:3][c:4]2[c:5]1[cH:6][cH:7][cH:8][cH:9]2>>[n:1]1[n:2](-[c:10]2[c:11]([OH:20])[c:12]([CH2:26][N:23]([CH2:21][CH3:22])[CH2:24][CH3:25])[cH:13][c:14]([CH2:16][CH2:17][CH2:18][OH:19])[cH:15]2)[n:3][c:4]2[c:5]1[cH:6][cH:7][cH:8][cH:9]2. Starting materials: ClC1=C(C(=O)C2=C(SC(=C2)CC)N2C(=NN=C2CCC(=O)OCC)CNC(C2=CC(=C(C=C2)Cl)Cl)=O)C=CC=C1 (Ethyl 3-(4-(3-(2-chlorobenzoyl)-5-ethylthiophen-2-yl)-3-(3,4-dichlorobenzoylaminomethyl) [1,2,4]triazol-5-yl)propionate), [OH-].[Na+] (sodium hydroxide). The solvent is CO (methanol). Run at temperature 50 celsius, time 3 hour. The product is ClC1=C(C(=O)C2=C(SC(=C2)CC)N2C(=NN=C2CCC(=O)O)CNC(C2=CC(=C(C=C2)Cl)Cl)=O)C=CC=C1 (3-(4-(3-(2-chlorobenzoyl)-5-ethylthiophen-2-yl)-3-(3,4-dichlorobenzoylaminomethyl) [1,2,4]triazol-5-yl)propionic acid). The yield is 83.8%. As a reaction SMILES: [Cl:1][C:2]1[CH:40]=[CH:39][CH:38]=[CH:37][C:3]=1[C:4]([C:6]1[CH:10]=[C:9]([CH2:11][CH3:12])[S:8][C:7]=1[N:13]1[C:17]([CH2:18][CH2:19][C:20]([O:22]CC)=[O:21])=[N:16][N:15]=[C:14]1[CH2:25][NH:26][C:27](=[O:36])[C:28]1[CH:33]=[CH:32][C:31]([Cl:34])=[C:30]([Cl:35])[CH:29]=1)=[O:5].[OH-].[Na+]>CO>[Cl:1][C:2]1[CH:40]=[CH:39][CH:38]=[CH:37][C:3]=1[C:4]([C:6]1[CH:10]=[C:9]([CH2:11][CH3:12])[S:8][C:7]=1[N:13]1[C:17]([CH2:18][CH2:19][C:20]([OH:22])=[O:21])=[N:16][N:15]=[C:14]1[CH2:25][NH:26][C:27](=[O:36])[C:28]1[CH:33]=[CH:32][C:31]([Cl:34])=[C:30]([Cl:35])[CH:29]=1)=[O:5] |f:1.2|. Procedure: Ethyl 3-(4-(3-(2-chlorobenzoyl)-5-ethylthiophen-2-yl)-3-(3,4-dichlorobenzoylaminomethyl) [1,2,4]triazol-5-yl)propionate (0.7 g) and a 2M aqueous sodium hydroxide solution (1.13 ml) were added to methanol (10 ml), and the mixture was stirred at 50° C. for 3 hours. The solvent was evaporated, and the residue was dissolved in water. Ethyl acetate was added to the solution for washing. The aqueous layer was taken out, and citric acid was added to adjust the solution to pH 3. The solution was extract... Reactants: C(C)OCC=1N(C2=C(C=3N(C(=C2C)C)N=NN3)N1)CCOCC#CC=1C=NC=NC1 (8-ethoxymethyl-5,6-dimethyl-7-[2-(3-pyrimidin-5-ylprop-2-ynyloxy)ethyl]-7H-imidazo[4,5-c]tetrazolo[1,5-a]pyridine), C(C)OC=1N(C2=C(C=3N(C(=C2C)C)N=NN3)N1)CCOCC1=CC=NC=C1 (8-ethoxy-5,6-dimethyl-7-[2-(pyridin-4-ylmethoxy)ethyl]-7H-imidazo[4,5-c]tetrazolo[1,5-a]pyridine). The solvent is C1(=CC=CC=C1)C (toluene). Yields the product C(C)OCC=1N(C2=C(C(=NC(=C2C)C)N)N1)CCOCC#CC=1C=NC=NC1 (2-(ethoxymethyl)-6,7-dimethyl-1-{2-[(3-pyrimidin-5-ylprop-2-ynyl)oxy]ethyl}-1H-imidazo[4,5-c]pyridin-4-amine). Yield: 14.6%. As a reaction SMILES: [CH2:1]([O:3][CH2:4][C:5]1[N:6]([CH2:19][CH2:20][O:21][CH2:22][C:23]#[C:24][C:25]2[CH:26]=[N:27][CH:28]=[N:29][CH:30]=2)[C:7]2[C:12]([CH3:13])=[C:11]([CH3:14])[N:10]3N=N[N:17]=[C:9]3[C:8]=2[N:18]=1)[CH3:2].C(OC1N(CCOCC2C=CN=CC=2)C2C(C)=C(C)N3N=NN=C3C=2N=1)C>C1(C)C=CC=CC=1>[CH2:1]([O:3][CH2:4][C:5]1[N:6]([CH2:19][CH2:20][O:21][CH2:22][C:23]#[C:24][C:25]2[CH:30]=[N:29][CH:28]=[N:27][CH:26]=2)[C:7]2[C:12]([CH3:13])=[C:11]([CH3:14])[N:10]=[C:9]([NH2:17])[C:8]=2[N:18]=1)[CH3:2]. Procedure details: The method described in Part D of Example 109 was used with the following modification. The reaction was carried out in refluxing toluene, and 8-ethoxymethyl-5,6-dimethyl-7-[2-(3-pyrimidin-5-ylprop-2-ynyloxy)ethyl]-7H-imidazo[4,5-c]tetrazolo[1,5-a]pyridine (6.20 g, 15.3 mmol) was used in lieu of 8-ethoxy-5,6-dimethyl-7-[2-(pyridin-4-ylmethoxy)ethyl]-7H-imidazo[4,5-c]tetrazolo[1,5-a]pyridine. The crude product was purified by column chromatography on silica gel (200 g, eluting with 95:5 dichlorom... Reactants: ClCCSC1=CC(=CC=C1)F (1-[(2-chloroethyl)thio]-3-fluorobenzene), O=C(CC[C@H]1[C@H](CNCC1)CC(=O)OC)C1=CC=NC2=CC=C(C=C12)OC (methyl(3R,4R)-4-[3-oxo-3-(6-methoxyquinolin-4-yl)propyl]piperidine-3-acetate), C([O-])([O-])=O.[K+].[K+] (potassium carbonate), [I-].[K+] (potassium iodide), [I-].[K+] (potassium iodide). The solvent is C(C)#N (acetonitrile), O (water), C(C)#N (acetonitrile). Run at temperature 20 celsius. The product is FC=1C=C(C=CC1)SCCN1C[C@@H]([C@@H](CC1)CCC(C1=CC=NC2=CC=C(C=C12)OC)=O)CC(=O)OC (methyl (3R,4R)-1-[2-(3-fluorophenylthio)ethyl]-4-[3-oxo-3-(6-methoxyquinolin-4-yl)propyl]piperidine-3-acetate). The yield is 103.1%. As a reaction SMILES: [O:1]=[C:2]([C:16]1[C:25]2[C:20](=[CH:21][CH:22]=[C:23]([O:26][CH3:27])[CH:24]=2)[N:19]=[CH:18][CH:17]=1)[CH2:3][CH2:4][C@@H:5]1[CH2:10][CH2:9][NH:8][CH2:7][C@@H:6]1[CH2:11][C:12]([O:14][CH3:15])=[O:13].C(=O)([O-])[O-].[K+].[K+].[I-].[K+].Cl[CH2:37][CH2:38][S:39][C:40]1[CH:45]=[CH:44][CH:43]=[C:42]([F:46])[CH:41]=1>C(#N)C.O>[F:46][C:42]1[CH:41]=[C:40]([S:39][CH2:38][CH2:37][N:8]2[CH2:9][CH2:10][C@@H:5]([CH2:4][CH2:3][C:2](=[O:1])[C:16]3[C:25]4[C:20](=[CH:21][CH:22]=[C:23]([O:26][CH3:27])[CH:24]=4)[N:19]=[CH:18][CH:17]=3)[C@@H:6]([CH2:11][C:12]([O:14][CH3:15])=[O:13])[CH2:7]2)[CH:45]=[CH:44][CH:43]=1 |f:1.2.3,4.5|. Procedure details: 2.26 g of methyl(3R,4R)-4-[3-oxo-3-(6-methoxyquinolin-4-yl)propyl]piperidine-3-acetate, dissolved beforehand in 50 cm3 of acetonitrile, were added dropwise, with stirring and at a temperature in the region of 20° C., followed by 6.91 g of potassium carbonate and 2 g of potassium iodide, to a solution of 4 g of 1-[(2-chloroethyl)thio]-3-fluorobenzene in 50 cm3 of acetonitrile. The mixture was heated for 18 hours at a temperature in the region of 70° C. After a further addition of 0.3 g of potassi...